describe an organic reaction: reactants, conditions, products, and yield From a dataset of the Open Reaction Database (ORD), a public repository of structured organic reaction records. Starting materials: N#Cc1cc2c(cc1C(F)(F)F)[nH]c(=O)c(=O)n2O, BrCc1ccccc1, CCO, [K+], O=P([O-])(O)O. Yields the product N#Cc1cc2c(cc1C(F)(F)F)[nH]c(=O)c(=O)n2OCc1ccccc1. RXN SMILES: [C:1](#[N:2])[c:3]1[c:4]([C:16]([F:17])([F:18])[F:19])[cH:5][c:6]2[nH:7][c:8](=[O:15])[c:9](=[O:14])[n:10]([OH:13])[c:11]2[cH:12]1.[CH2:20]([c:21]1[cH:22][cH:23][cH:24][cH:25][cH:26]1)[Br:27].[CH3:28][CH2:29][OH:30].[K+:31].[OH:32][P:33](=[O:34])([O-:35])[OH:36]>>[C:1](#[N:2])[c:3]1[c:4]([C:16]([F:17])([F:18])[F:19])[cH:5][c:6]2[nH:7][c:8](=[O:15])[c:9](=[O:14])[n:10]([O:13][CH2:20][c:21]3[cH:22][cH:23][cH:24][cH:25][cH:26]3)[c:11]2[cH:12]1. The reactants are OCC(C(=O)O)(C)CO (2,2-bis(hydroxymethyl)propionic acid), solution, [OH-].C(CCC)[N+](CCCC)(CCCC)CCCC (tetrabutylammonium hydroxide). Solvent: O (water), CC(C)O (2-propanol). The product is C(O)C(C(=O)[O-])(C)CO.C(CCC)[N+](CCCC)(CCCC)CCCC (Tetrabutylammonium Dimethylolpropionate). Reaction SMILES: [OH:1][CH2:2][C:3]([CH2:8][OH:9])([CH3:7])[C:4]([OH:6])=[O:5].[OH-].[CH2:11]([N+:15]([CH2:24][CH2:25][CH2:26][CH3:27])([CH2:20][CH2:21][CH2:22][CH3:23])[CH2:16][CH2:17][CH2:18][CH3:19])[CH2:12][CH2:13][CH3:14]>O.CC(O)C>[CH2:2]([C:3]([CH2:8][OH:9])([CH3:7])[C:4]([O-:6])=[O:5])[OH:1].[CH2:24]([N+:15]([CH2:11][CH2:12][CH2:13][CH3:14])([CH2:16][CH2:17][CH2:18][CH3:19])[CH2:20][CH2:21][CH2:22][CH3:23])[CH2:25][CH2:26][CH3:27] |f:1.2,5.6|. Procedure details: To a flask were added 3.0 g 2,2-bis(hydroxymethyl)propionic acid, 9.5 g of a 55-60% solution of tetrabutylammonium hydroxide in water and 40 ml 2-propanol. After heating to 50 C under nitrogen for 1 hour, the solvent was removed and another 40 ml of 2-propanol were added and removed by distillation under reduced pressure. After drying, a pale yellow oil was obtained. The reactants are C(C)(=O)N1N=CC2=CC(=CC=C12)C(=O)OC (methyl 1-acetyl-1H-indazole-5-carboxylate), Cl (HCl), aqueous solution. Run in CO (methanol). Run at time 8 hour. The product is N1N=CC2=CC(=CC=C12)C(=O)OC (methyl 1H-indazole-5-carboxylate). Yield: 96.2%. RXN SMILES: C([N:4]1[C:12]2[C:7](=[CH:8][C:9]([C:13]([O:15][CH3:16])=[O:14])=[CH:10][CH:11]=2)[CH:6]=[N:5]1)(=O)C.Cl>CO>[NH:4]1[C:12]2[C:7](=[CH:8][C:9]([C:13]([O:15][CH3:16])=[O:14])=[CH:10][CH:11]=2)[CH:6]=[N:5]1. Procedure: To a stirred solution of methyl 1-acetyl-1H-indazole-5-carboxylate (1.16 g, 5.31 mmol) in methanol (10 mL) is added HCl (10 mL of a 6.0 M aqueous solution). The mixture is stirred at rt overnight. The methanol is removed in vacuo, and the remaining aqueous solution is basified with 30% aqueous NH4OH to pH=8. The resulting precipitate is collected by filtration, washed with water and dried in vacuo to afford 900 mg (96%) of methyl 1H-indazole-5-carboxylate as a light yellow solid: 1H NMR (400 MHz... Reactants: FC1=C(C=C2C(=C(/C(/C2=C1)=C/C1=CC=C(C=C1)S(=O)(=O)C)C)CC(=O)O)OC ((Z)-6-fluoro-5-methoxy-2-methyl-1-(p-methylsulfonylbenzylidene)-3-indenylacetic acid), C(C(=O)Cl)(=O)Cl (oxalylchloride). Solvent: C1CCOC1 (THF). The product is FC1=C(C=C2C(=C(/C(/C2=C1)=C/C1=CC=C(C=C1)S(=O)(=O)C)C)CC(=O)Cl)OC ((Z)-6-Fluoro-5-methoxy-2-methyl-1-(4-methylsulfonylbenzylidene)-3-indenylacetic chloride). Reaction SMILES: [F:1][C:2]1[CH:10]=[C:9]2[C:5]([C:6]([CH2:23][C:24](O)=[O:25])=[C:7]([CH3:22])/[C:8]/2=[CH:11]/[C:12]2[CH:17]=[CH:16][C:15]([S:18]([CH3:21])(=[O:20])=[O:19])=[CH:14][CH:13]=2)=[CH:4][C:3]=1[O:27][CH3:28].C(Cl)(=O)C([Cl:32])=O>C1COCC1>[F:1][C:2]1[CH:10]=[C:9]2[C:5]([C:6]([CH2:23][C:24]([Cl:32])=[O:25])=[C:7]([CH3:22])/[C:8]/2=[CH:11]/[C:12]2[CH:17]=[CH:16][C:15]([S:18]([CH3:21])(=[O:20])=[O:19])=[CH:14][CH:13]=2)=[CH:4][C:3]=1[O:27][CH3:28]. Procedure details: (Z)-6-fluoro-5-methoxy-2-methyl-1-(p-methylsulfonylbenzylidene)-3-indenylacetic acid (70 mmol) in THF (500 ml) is allowed to react with oxalylchloride (2 M in CH2Cl2 ; 70 mmol) under reflux conditions (24 hours). The solvent is evaporated to yield the title compound, which is used as such in the next step. The reactants are O=C1NNC(C=C1CC(=O)O)=O ((3,6-dioxo-1,2,3,6-tetrahydro-4-pyridazinyl)acetic acid), CO (methanol), Cl (hydrochloric acid). The solvent is O1CCOCC1 (1,4-dioxane). Conditions: time 8 hour. Yields the product O=C1NNC(C=C1CC(=O)OC)=O (Methyl (3,6-dioxo-1,2,3,6-tetrahydro-4-pyridazinyl)acetate). RXN SMILES: [O:1]=[C:2]1[C:7]([CH2:8][C:9]([OH:11])=[O:10])=[CH:6][C:5](=[O:12])[NH:4][NH:3]1.[CH3:13]O.Cl>O1CCOCC1>[O:1]=[C:2]1[C:7]([CH2:8][C:9]([O:11][CH3:13])=[O:10])=[CH:6][C:5](=[O:12])[NH:4][NH:3]1. Procedure: A mixture of (3,6-dioxo-1,2,3,6-tetrahydro-4-pyridazinyl)acetic acid, (5.0 g), methanol (75 ml) and 4M hydrochloric acid in 1,4-dioxane (20 ml) was stirred overnight. Evaporation afforded a white solid. As a reaction SMILES: [Br:1][C:2]1[CH:3]=[C:4]([N+:9]([O-])=O)[CH:5]=[C:6]([Br:8])[CH:7]=1.[Cl-].[NH4+]>CO.[Fe]>[Br:1][C:2]1[CH:3]=[C:4]([CH:5]=[C:6]([Br:8])[CH:7]=1)[NH2:9] |f:1.2|. Solvent: CO (methanol). Starting materials: BrC=1C=C(C=C(C1)Br)[N+](=O)[O-] (3,5-dibromo nitrobenzene), [Cl-].[NH4+] (ammonium chloride). Reagents/catalysts: [Fe] (iron). Procedure details: A suspension of 3,5-dibromo nitrobenzene (J. Amer. Chem Soc., 1950, 72, 793) (1.0 g, 3.6 mmol) in methanol (30 ml) was added in portions to a stirred mixture of iron powder (0.52 g, 9.3 mmol) in a saturated solution of ammonium chloride (50 ml) at 60° C. The mixture was heated at reflux for 2 h, filtered and the filtrate extracted with dichloromethane (2×70 ml). The organic extract was dried (Na2SO4) and concentrated in vacuo to give the title compound (D7) as an oil (0.787 g, 87%), MH+ 250/252. The product is BrC=1C=C(N)C=C(C1)Br (3,5-Dibromoaniline). Yield: 87.1%. The reactants are CCO, CCN(C(C)C)C(C)C, COc1cccc(-c2cc(Cl)nc(OC)n2)c1, Cl, NCCc1ccc([N+](=O)[O-])cc1. The product is COc1cccc(-c2cc(NCCc3ccc([N+](=O)[O-])cc3)nc(OC)n2)c1. As a reaction SMILES: [CH3:40][CH2:41][OH:42].[CH:31]([N:32]([CH:33]([CH3:34])[CH3:35])[CH2:36][CH3:37])([CH3:38])[CH3:39].[Cl:1][c:2]1[n:3][c:4]([O:16][CH3:17])[n:5][c:6](-[c:8]2[cH:9][c:10]([O:14][CH3:15])[cH:11][cH:12][cH:13]2)[cH:7]1.[ClH:18].[N+:19](=[O:20])([O-:21])[c:22]1[cH:23][cH:24][c:25]([CH2:28][CH2:29][NH2:30])[cH:26][cH:27]1>>[c:2]1([NH:30][CH2:29][CH2:28][c:25]2[cH:24][cH:23][c:22]([N+:19](=[O:20])[O-:21])[cH:27][cH:26]2)[n:3][c:4]([O:16][CH3:17])[n:5][c:6](-[c:8]2[cH:9][c:10]([O:14][CH3:15])[cH:11][cH:12][cH:13]2)[cH:7]1.